This data is from the Open Reaction Database (ORD), a public repository of structured organic reaction records. The task is: describe an organic reaction: reactants, conditions, products, and yield Reactants: CO.ClCCl (methanol dichloromethane), I (hydriodic acid), C(C)(C)(C)OC(=O)N1CCN(CCC1)C1=NC2=C(N1CCCCC)C=CC=C2 (1-t-butoxycarbonyl-4-(1-pentyl-1H-benzimidazol-2-yl)[1,4]diazepane), C(C)O (ethanol). The solvent is C(C)OCC (diethyl ether). Reaction conditions: time 1 hour. Product: I.C(CCCC)N1C(=NC2=C1C=CC=C2)N2CCNCCC2 (4-(1-pentyl-1H-benzimidazol-2-yl)[1,4]diazepane hydriodic acid salt). Reaction SMILES: CO.ClCCl.C(OC([N:13]1[CH2:19][CH2:18][CH2:17][N:16]([C:20]2[N:24]([CH2:25][CH2:26][CH2:27][CH2:28][CH3:29])[C:23]3[CH:30]=[CH:31][CH:32]=[CH:33][C:22]=3[N:21]=2)[CH2:15][CH2:14]1)=O)(C)(C)C.C(O)C.[IH:37]>C(OCC)C>[IH:37].[CH2:25]([N:24]1[C:23]2[CH:30]=[CH:31][CH:32]=[CH:33][C:22]=2[N:21]=[C:20]1[N:16]1[CH2:17][CH2:18][CH2:19][NH:13][CH2:14][CH2:15]1)[CH2:26][CH2:27][CH2:28][CH3:29] |f:0.1,6.7|. Procedure: Combine 1-t-butoxycarbonyl-4-(1H-benzimidazol-2-yl)[1,4]diazepane (0.8 g, 2.5 mmol) in dimethylformamide (10 mL). Add sodium hydride (0.13 g, 60% in oil, 3.25 mmol) portionwise. After about 30 minutes, when the gas evolution ceases, add pentyl bromide (0.34 mL, 2.74 mmol). Heat to 80° C. After 18 hours, cool the reaction mixture and dilute with dichloromethane (150 mL) and extract with brine. Dry the organic layer over MgSO4, filter, and evaporate in vacuo to give 1-t-butoxycarbonyl-4-(1-pentyl-...